Dataset: the Open Reaction Database (ORD), a public repository of structured organic reaction records. Task: describe an organic reaction: reactants, conditions, products, and yield Reactants: CCS(=O)(=O)CCN(C(=O)Cc1ccc(F)c(C(F)(F)F)c1)C(C)c1nc2ncccc2c(=O)n1-c1ccc(OCC(F)(F)F)cc1, C=CS(=O)(=O)CC. The product is CC(c1nc2ncccc2c(=O)n1-c1ccc(OCC(F)(F)F)cc1)N(CCS(C)(=O)=O)C(=O)Cc1ccc(F)c(C(F)(F)F)c1. As a reaction SMILES: [CH2:1]([CH3:2])[S:3](=[O:4])(=[O:5])[CH2:6][CH2:7][N:8]([C:9]([CH2:10][c:11]1[cH:12][c:13]([C:18]([F:19])([F:20])[F:21])[c:14]([F:17])[cH:15][cH:16]1)=[O:22])[CH:23]([CH3:24])[c:25]1[n:26](-[c:36]2[cH:37][cH:38][c:39]([O:42][CH2:43][C:44]([F:45])([F:46])[F:47])[cH:40][cH:41]2)[c:27](=[O:35])[c:28]2[c:29]([n:30]1)[n:31][cH:32][cH:33][cH:34]2.[CH:48]([S:49]([CH2:50][CH3:51])(=[O:52])=[O:53])=[CH2:54]>>[CH3:1][S:3](=[O:4])(=[O:5])[CH2:6][CH2:7][N:8]([C:9]([CH2:10][c:11]1[cH:12][c:13]([C:18]([F:19])([F:20])[F:21])[c:14]([F:17])[cH:15][cH:16]1)=[O:22])[CH:23]([CH3:24])[c:25]1[n:26](-[c:36]2[cH:37][cH:38][c:39]([O:42][CH2:43][C:44]([F:45])([F:46])[F:47])[cH:40][cH:41]2)[c:27](=[O:35])[c:28]2[c:29]([n:30]1)[n:31][cH:32][cH:33][cH:34]2.